Dataset: the Open Reaction Database (ORD), a public repository of structured organic reaction records. Task: describe an organic reaction: reactants, conditions, products, and yield Reactants: C(C)(=O)N1CCC(CC1)C(=O)Cl (1-acetyl-4-piperidine carboxylic acid chloride), FC1=CC=C(C=C1)F (1,4-difluorobenzene), [Cl-].[Al+3].[Cl-].[Cl-] (aluminum chloride). Yields the product C(C)(=O)N1CCC(CC1)C(C1=C(C=CC(=C1)F)F)=O (1-acetyl-4-(2,5-difluorobenzoyl)piperidine). Yield: 52.1%. Reaction SMILES: [C:1]([N:4]1[CH2:9][CH2:8][CH:7]([C:10](Cl)=[O:11])[CH2:6][CH2:5]1)(=[O:3])[CH3:2].[Cl-].[Al+3].[Cl-].[Cl-].[F:17][C:18]1[CH:23]=[CH:22][C:21]([F:24])=[CH:20][CH:19]=1>>[C:1]([N:4]1[CH2:9][CH2:8][CH:7]([C:10](=[O:11])[C:22]2[CH:23]=[C:18]([F:17])[CH:19]=[CH:20][C:21]=2[F:24])[CH2:6][CH2:5]1)(=[O:3])[CH3:2] |f:1.2.3.4|. Reported procedure: To a stirred suspension of 100 g of 1-acetyl-4-piperidine carboxylic acid chloride in 500 ml of 1,4-difluorobenzene was added in aliquots, 211 g of anhydrous aluminum chloride. The mixture was stirred at reflux under nitrogen for 3 hrs and allowed to cool to room temperature. The mixture was poured into ice and extracted twice with ethyl acetate. The extracts were washed with saturated sodium bicarbonate solution and dried over anhydrous potassium carbonate. Filtration followed by evaporation of... Reactants: C(CCCCCCCCCC)OCC1=CC=C(CO)C=C1 (p-(n-Undecyloxymethyl)benzyl alcohol), [Cr](=O)(=O)([O-])Cl.[NH+]1=CC=CC=C1 (pyridinium chlorochromate). Reported procedure: p-(n-Undecyloxymethyl)benzyl alcohol (10 mmoles) is dissolved in methylene chloride and treated with pyridinium chlorochromate (12 mmoles) at room temperature. When the reaction ceases, the reaction mixture is filtered through a pad of silica gel. The solvent is evaporated from this filtrate to afford the product, p-(n-undecyloxymethyl)benzaldehyde. The product is C(CCCCCCCCCC)OCC1=CC=C(C=O)C=C1 (p-(n-undecyloxymethyl)benzaldehyde). Solvent: C(Cl)Cl (methylene chloride). As a reaction SMILES: [CH2:1]([O:12][CH2:13][C:14]1[CH:21]=[CH:20][C:17]([CH2:18][OH:19])=[CH:16][CH:15]=1)[CH2:2][CH2:3][CH2:4][CH2:5][CH2:6][CH2:7][CH2:8][CH2:9][CH2:10][CH3:11].[Cr](Cl)([O-])(=O)=O.[NH+]1C=CC=CC=1>C(Cl)Cl>[CH2:1]([O:12][CH2:13][C:14]1[CH:15]=[CH:16][C:17]([CH:18]=[O:19])=[CH:20][CH:21]=1)[CH2:2][CH2:3][CH2:4][CH2:5][CH2:6][CH2:7][CH2:8][CH2:9][CH2:10][CH3:11] |f:1.2|. The reactants are [OH-].[Na+] (NaOH), CC=1C=CC2=C(OC(C(N2)=O)C2=CC=CC=C2)C1 (7-Methyl-2-phenyl-2H-benzo[b][1,4]oxazin-3(4H)-one), Cl (HCl), B.CSC (Borane DMS). Run in C1CCOC1 (THF). Run at temperature 0 celsius. Yields the product CC=1C=CC2=C(OC(CN2)C2=CC=CC=C2)C1 (7-methyl-2-phenyl-3,4-dihydro-2H-benzo[b][1,4]oxazine). The yield is 53.1%. Reaction SMILES: [CH3:1][C:2]1[CH:3]=[CH:4][C:5]2[NH:10][C:9](=O)[CH:8]([C:12]3[CH:17]=[CH:16][CH:15]=[CH:14][CH:13]=3)[O:7][C:6]=2[CH:18]=1.B.CSC.Cl.[OH-].[Na+]>C1COCC1>[CH3:1][C:2]1[CH:3]=[CH:4][C:5]2[NH:10][CH2:9][CH:8]([C:12]3[CH:17]=[CH:16][CH:15]=[CH:14][CH:13]=3)[O:7][C:6]=2[CH:18]=1 |f:1.2,4.5|. Reported procedure: 7-Methyl-2-phenyl-2H-benzo[b][1,4]oxazin-3(4H)-one (2.2 g) was dissolved in THF (40 mL), and the mixture was cooled to 0° C. Borane-DMS (2.7 g) was added dropwise under inert atmosphere. After addition, the reaction mixture was heated to 70° C. for 4 h. The reaction was monitored by TLC. After completion of reaction, the mixture was cooled, and to it was added 1N HCl (50 mL). The reaction mixture was basified to pH 12 with NaOH solution and then extracted with EtOAc (3×100 mL). The organic layer... RXN SMILES: [C:27]([CH3:28])([CH3:29])([CH3:30])[O:31][C:32](=[O:33])[N:34]1[CH2:35][CH2:36][CH:37]([NH2:40])[CH2:38][CH2:39]1.[CH:1]1([CH2:4][O:5][c:6]2[c:7](-[c:15]3[c:16]4[c:17]([n:18][cH:19][n:20]3)[c:21]([C:24](=[O:25])[OH:26])[cH:22][nH:23]4)[cH:8][c:9]([O:13][CH3:14])[c:10]([F:12])[cH:11]2)[CH2:2][CH2:3]1>>[CH:1]1([CH2:4][O:5][c:6]2[c:7](-[c:15]3[c:16]4[c:17]([n:18][cH:19][n:20]3)[c:21]([C:24](=[O:25])[NH:40][CH:37]3[CH2:36][CH2:35][N:34]([C:32]([O:31][C:27]([CH3:28])([CH3:29])[CH3:30])=[O:33])[CH2:39][CH2:38]3)[cH:22][nH:23]4)[cH:8][c:9]([O:13][CH3:14])[c:10]([F:12])[cH:11]2)[CH2:2][CH2:3]1. Reactants: CC(C)(C)OC(=O)N1CCC(N)CC1, COc1cc(-c2ncnc3c(C(=O)O)c[nH]c23)c(OCC2CC2)cc1F. The product is COc1cc(-c2ncnc3c(C(=O)NC4CCN(C(=O)OC(C)(C)C)CC4)c[nH]c23)c(OCC2CC2)cc1F. Starting materials: CO, C=Cc1cc(F)ccc1C#N, [Pd]. The product is CCc1cc(F)ccc1C#N. As a reaction SMILES: [CH3:12][OH:13].[F:1][c:2]1[cH:3][c:4]([CH:10]=[CH2:11])[c:5]([C:6]#[N:7])[cH:8][cH:9]1.[Pd:14]>>[F:1][c:2]1[cH:3][c:4]([CH2:10][CH3:11])[c:5]([C:6]#[N:7])[cH:8][cH:9]1. Reactants: C(C)(C)(C)OC(=O)C1=CC2=C(CC(O2)CO)C(=C1)O (4-hydroxy-2-hydroxymethyl-2,3-dihydro-benzofuran-6-carboxylic acid tert-butyl ester), COC(=O)C=1C=C(C=C2C1CC(O2)C)OC2=CC=C(C=C2)S(=O)(=O)C (6-(4-methanesulfonyl-phenoxy)-2-methyl-2,3-dihydro-benzofuran-4-carboxylic acid methyl ester), FC1=CC=C(C(=O)N(C)C)C=C1 (4-fluoro-N,N-dimethylbenzamide). Yields the product C(C)(C)(C)OC(=O)C1=CC2=C(CC(O2)CO)C(=C1)OC1=CC=C(C=C1)C(N(C)C)=O (4-(4-Dimethylcarbamoyl-phenoxy)-2-hydroxymethyl-2,3-dihydro-benzofuran-6-carboxylic acid tert-butyl ester), solid. The yield is 7.0%. RXN SMILES: COC(C1C=C(OC2C=CC(S(C)(=O)=O)=CC=2)C=C2OC(C)CC=12)=O.F[C:27]1[CH:37]=[CH:36][C:30]([C:31]([N:33]([CH3:35])[CH3:34])=[O:32])=[CH:29][CH:28]=1.[C:38]([O:42][C:43]([C:45]1[CH:55]=[C:54]([OH:56])[C:48]2[CH2:49][CH:50]([CH2:52][OH:53])[O:51][C:47]=2[CH:46]=1)=[O:44])([CH3:41])([CH3:40])[CH3:39]>>[C:38]([O:42][C:43]([C:45]1[CH:55]=[C:54]([O:56][C:27]2[CH:37]=[CH:36][C:30]([C:31](=[O:32])[N:33]([CH3:35])[CH3:34])=[CH:29][CH:28]=2)[C:48]2[CH2:49][CH:50]([CH2:52][OH:53])[O:51][C:47]=2[CH:46]=1)=[O:44])([CH3:41])([CH3:39])[CH3:40]. Procedure: The title compound was prepared in a similar manner as described for Intermediate 1f, from 4-fluoro-N,N-dimethylbenzamide (989 mg, 5.91 mmol) and 4-hydroxy-2-hydroxymethyl-2,3-dihydro-benzofuran-6-carboxylic acid tert-butyl ester (200f) (1.500 g, 5.633 mmol) to give a white solid (154 mg, 7% yield). 1H NMR (400 MHz, CDCl3) δ 7.41 (d, J=8.59 Hz, 2 H) 7.20 (d, J=16.17 Hz, 2 H) 6.96 (d, J=8.59 Hz, 2 H) 4.87-5.03 (m, 1 H) 3.77-3.87 (m, 1 H) 3.71 (br. s., 1 H) 2.99-3.13 (m, 7 H) 2.90 (dd, J=16.55, 7.... Starting materials: BrC=1C=CC=2C(=NON2)C1 (5-bromobenzofurazan), OC1=C(C=CC=C1)B(O)O (2-hydroxyphenylboronic acid), C1(=C(C=CC=C1)P(C1=C(C=CC=C1)C)C1=C(C=CC=C1)C)C (tri-o-tolylphosphine), C([O-])([O-])=O.[K+].[K+] (potassium carbonate). Reagents/catalysts: C(C)(=O)[O-].[Pd+2].C(C)(=O)[O-] (palladium (II) acetate). Solvent: CN(C=O)C (dimethylformamide), O (water), O (water). Reaction conditions: temperature 80 celsius. Product: OC1=C(C=CC=C1)C=1C=CC=2C(=NON2)C1 (5-(2-hydroxyphenyl)benzofurazan). Reaction SMILES: Br[C:2]1[CH:3]=[CH:4][C:5]2[C:6]([CH:10]=1)=[N:7][O:8][N:9]=2.[OH:11][C:12]1[CH:17]=[CH:16][CH:15]=[CH:14][C:13]=1B(O)O.C1(C)C=CC=CC=1P(C1C=CC=CC=1C)C1C=CC=CC=1C.C(=O)([O-])[O-].[K+].[K+]>CN(C)C=O.C([O-])(=O)C.[Pd+2].C([O-])(=O)C.O>[OH:11][C:12]1[CH:17]=[CH:16][CH:15]=[CH:14][C:13]=1[C:2]1[CH:3]=[CH:4][C:5]2[C:6]([CH:10]=1)=[N:7][O:8][N:9]=2 |f:3.4.5,7.8.9|. Procedure: A stirred mixture of 5-bromobenzofurazan (11.94 g, 60 mmol), 2-hydroxyphenylboronic acid (9.10 g, 66 mmol), tri-o-tolylphosphine (1.82 g, 6 mmol), palladium (II) acetate (0.672 g, 3 mmol), potassium carbonate (12.4 g, 90 mmol), and water (90 mL) in dimethylformamide (180 mL) is heated at 80° C. under an argon atmosphere for 30 minutes. The mixture is then treated with water (300 mL) and extracted with ethyl acetate (3×100 mL). The combined extracts are washed (saturated NaCl), dried (Na2SO4), fi...